From a dataset of the Open Reaction Database (ORD), a public repository of structured organic reaction records. describe an organic reaction: reactants, conditions, products, and yield The reactants are CN, COc1cc2c(c(-c3cc(Cl)ccc3OC)c1)OC(COS(=O)(=O)c1ccc(C)cc1)C2, Cl. The product is CNCC1Cc2cc(OC)cc(-c3cc(Cl)ccc3OC)c2O1. Reaction SMILES: [CH3:34][NH2:35].[Cl:2][c:3]1[cH:4][cH:5][c:6]([O:32][CH3:33])[c:7](-[c:9]2[cH:10][c:11]([O:30][CH3:31])[cH:12][c:13]3[c:17]2[O:16][CH:15]([CH2:18][O:19][S:20]([c:21]2[cH:22][cH:23][c:24]([CH3:25])[cH:26][cH:27]2)(=[O:28])=[O:29])[CH2:14]3)[cH:8]1.[ClH:1]>>[Cl:2][c:3]1[cH:4][cH:5][c:6]([O:32][CH3:33])[c:7](-[c:9]2[cH:10][c:11]([O:30][CH3:31])[cH:12][c:13]3[c:17]2[O:16][CH:15]([CH2:18][NH:35][CH3:34])[CH2:14]3)[cH:8]1. Reactants: COc1cc2c(cc1OC)C(=Cc1cc(OC)c(OC)c(OC)c1)NCC2, O=C(Cl)C1CCCCC1, c1ccccc1, c1ccncc1. Yields the product COc1cc2c(cc1OC)C(=Cc1cc(OC)c(OC)c(OC)c1)N(C(=O)C1CCCCC1)CC2. RXN SMILES: [CH3:1][O:2][c:3]1[cH:4][c:5]2[c:10]([cH:11][c:12]1[O:13][CH3:14])[C:9](=[CH:15][c:16]1[cH:17][c:18]([O:26][CH3:27])[c:19]([O:24][CH3:25])[c:20]([O:22][CH3:23])[cH:21]1)[NH:8][CH2:7][CH2:6]2.[CH:34]1([C:40](=[O:41])[Cl:42])[CH2:35][CH2:36][CH2:37][CH2:38][CH2:39]1.[cH:28]1[cH:29][cH:30][cH:31][cH:32][cH:33]1.[cH:43]1[cH:44][cH:45][n:46][cH:47][cH:48]1>>[CH3:1][O:2][c:3]1[cH:4][c:5]2[c:10]([cH:11][c:12]1[O:13][CH3:14])[C:9](=[CH:15][c:16]1[cH:17][c:18]([O:26][CH3:27])[c:19]([O:24][CH3:25])[c:20]([O:22][CH3:23])[cH:21]1)[N:8]([C:40]([CH:34]1[CH2:35][CH2:36][CH2:37][CH2:38][CH2:39]1)=[O:41])[CH2:7][CH2:6]2. The reactants are C1CCNCC1, CS(=O)(=O)Oc1cccc(CCOc2ccc(C=O)cc2)c1, CC(=O)O, Cc1ccccc1, O, O=C1CSC(=O)N1. Yields the product CS(=O)(=O)Oc1cccc(CCOc2ccc(C=C3SC(=O)NC3=O)cc2)c1. As a reaction SMILES: [CH2:30]1[CH2:31][CH2:32][NH:33][CH2:34][CH2:35]1.[CH3:1][S:2](=[O:3])(=[O:4])[O:5][c:6]1[cH:7][c:8]([CH2:12][CH2:13][O:14][c:15]2[cH:16][cH:17][c:18]([CH:21]=[O:22])[cH:19][cH:20]2)[cH:9][cH:10][cH:11]1.[CH3:36][C:37](=[O:38])[OH:39].[CH3:40][c:41]1[cH:42][cH:43][cH:44][cH:45][cH:46]1.[OH2:47].[S:23]1[C:24](=[O:29])[NH:25][C:26](=[O:28])[CH2:27]1>>[CH3:1][S:2](=[O:3])(=[O:4])[O:5][c:6]1[cH:7][c:8]([CH2:12][CH2:13][O:14][c:15]2[cH:16][cH:17][c:18]([CH:21]=[C:27]3[S:23][C:24](=[O:29])[NH:25][C:26]3=[O:28])[cH:19][cH:20]2)[cH:9][cH:10][cH:11]1.